This data is from the Open Reaction Database (ORD), a public repository of structured organic reaction records. The task is: describe an organic reaction: reactants, conditions, products, and yield Reaction SMILES: [C:1]([C:3]1[CH:8]=[CH:7][C:6]([C:9]2[CH:10]=[N:11][N:12]([C:15]3[CH:23]=[CH:22][C:18]([C:19]([OH:21])=O)=[CH:17][N:16]=3)[C:13]=2[OH:14])=[C:5]([CH3:24])[C:4]=1[F:25])#[N:2].[CH3:26][N:27]([CH3:33])[C@@H:28]1[CH2:32][CH2:31][NH:30][CH2:29]1>>[CH3:26][N:27]([CH3:33])[C@@H:28]1[CH2:32][CH2:31][N:30]([C:19]([C:18]2[CH:22]=[CH:23][C:15]([N:12]3[C:13]([OH:14])=[C:9]([C:6]4[CH:7]=[CH:8][C:3]([C:1]#[N:2])=[C:4]([F:25])[C:5]=4[CH3:24])[CH:10]=[N:11]3)=[N:16][CH:17]=2)=[O:21])[CH2:29]1. Yields the product CN([C@H]1CN(CC1)C(=O)C=1C=CC(=NC1)N1N=CC(=C1O)C1=C(C(=C(C#N)C=C1)F)C)C ((R)-4-(1-(5-(3-(dimethylamino)pyrrolidine-1-carbonyl)pyridin-2-yl)-5-hydroxy-1H-pyrazol-4-yl)-2-fluoro-3-methylbenzonitrile). Procedure details: The title compound was prepared in a manner similar to Example 301 using 6-(4-(4-cyano-3-fluoro-2-methylphenyl)-5-hydroxy-1H-pyrazol-1-yl)nicotinic acid and (R)—N,N-dimethylpyrrolidin-3-amine. 1H NMR (400 MHz, DMSO-d6) δ ppm 2.07-2.22 (m, 1H) 2.33 (s, 4H) 2.70-2.95 (m, 6H) 3.71 (d, J=5.05 Hz, 3H) 3.83-4.01 (m, 2H) 7.64 (br. s., 1H) 7.68-7.80 (m, 1H) 8.05-8.61 (m, 3H) 8.67 (s, 1H). ESI-MS m/z [M+H]+ 435.3. Reactants: C(#N)C1=C(C(=C(C=C1)C=1C=NN(C1O)C1=NC=C(C(=O)O)C=C1)C)F (6-(4-(4-cyano-3-fluoro-2-methylphenyl)-5-hydroxy-1H-pyrazol-1-yl)nicotinic acid), CN([C@H]1CNCC1)C ((R)—N,N-dimethylpyrrolidin-3-amine).